This data is from the Open Reaction Database (ORD), a public repository of structured organic reaction records. The task is: describe an organic reaction: reactants, conditions, products, and yield RXN SMILES: [CH2:1]=[CH:2][C:3]#[N:4].[CH3:5][O:6][CH:7]1[N:8]([O:20][CH3:21])[CH:9]=[C:10]2[C:11]3=[C:16]1[CH2:15][CH2:14][CH2:13][CH:12]3[CH2:17][CH2:18][O:19]2.[Na+:23].[O:24]1[CH2:25][CH2:26][O:27][CH2:28][CH2:29]1.[OH-:22]>>[CH2:1]([CH2:2][C:3]#[N:4])[CH:14]1[CH2:13][CH:12]2[C:11]3=[C:16]([CH:7]([O:6][CH3:5])[N:8]([O:20][CH3:21])[CH:9]=[C:10]3[O:19][CH2:18][CH2:17]2)[CH2:15]1. Product: COC1C2=C3C(=CN1OC)OCCC3CC(CCC#N)C2. Reactants: C=CC#N, COC1C2=C3C(=CN1OC)OCCC3CCC2, [Na+], C1COCCO1, [OH-].